This data is from the Open Reaction Database (ORD), a public repository of structured organic reaction records. The task is: describe an organic reaction: reactants, conditions, products, and yield Reactants: COC=1C(NC=CC1)=O (3-methoxy-2(1H)-pyridone), [H-].[Na+] (sodium hydride), O1C2C(OC3=C(C21)C=C(C=C3)S(=O)(=O)C(F)(F)F)(C)C (3,4-epoxy-3,4-dihydro-2,2-dimethyl-6-trifluoromethylsulfonyl-2H-1-benzopyran). Run in CS(=O)C (dimethyl sulfoxide), CS(=O)C (dimethyl sulfoxide). Run at time 30 minute. Yields the product COC=1C(N(C=CC1)[C@H]1[C@@H](C(OC2=C1C=C(C=C2)S(=O)(=O)C(F)(F)F)(C)C)O)=O (trans-3.4-Dihydro-4-(1,2-dihydro-3-methoxy-2-oxo-1-pyridyl)-2,2-dimethyl-6-trifluoromethylsulfonyl-2H-1-benzopyran-3-ol). Yield: 5.7%. RXN SMILES: [CH3:1][O:2][C:3]1[C:4](=[O:9])[NH:5][CH:6]=[CH:7][CH:8]=1.[H-].[Na+].[O:12]1[CH:18]2[CH:13]1[C:14]([CH3:31])([CH3:30])[O:15][C:16]1[CH:22]=[CH:21][C:20]([S:23]([C:26]([F:29])([F:28])[F:27])(=[O:25])=[O:24])=[CH:19][C:17]=12>CS(C)=O>[CH3:1][O:2][C:3]1[C:4](=[O:9])[N:5]([C@@H:18]2[C:17]3[CH:19]=[C:20]([S:23]([C:26]([F:27])([F:29])[F:28])(=[O:25])=[O:24])[CH:21]=[CH:22][C:16]=3[O:15][C:14]([CH3:30])([CH3:31])[C@H:13]2[OH:12])[CH:6]=[CH:7][CH:8]=1 |f:1.2|. Reported procedure: 98 mg of 3-methoxy-2(1H)-pyridone were added to a suspension of 38 mg of sodium hydride (as a 55% w/w dispersion in mineral oil) in 3 ml of dimethyl sulfoxide, and the resulting mixture was stirred at room temperature for 30 minutes. At the end of this time, a solution of 200 mg of 3,4-epoxy-3,4-dihydro-2,2-dimethyl-6-trifluoromethylsulfonyl-2H-1-benzopyran (prepared as described in Preparation 8) in 1.5 ml of dimethyl sulfoxide was added at the same temperature and under an atmosphere of nitrog... Starting materials: NC1=C(C2=C(S1)C=CC=C2)C#N (2-amino-benzo[b]thiophene-3-carbonitrile), C(=O)(O)[O-].[Na+] (NaHCO3), ice water. Solvent: OS(=O)(=O)O (H2SO4). Yields the product hexanes ethyl acetate, NC1=C(C2=C(S1)C=CC=C2)C(=O)N (2-Amino-benzo[b]thiophene-3-carboxylic Acid Amide). Yield: 41.0%. Reaction SMILES: [NH2:1][C:2]1[S:6][C:5]2[CH:7]=[CH:8][CH:9]=[CH:10][C:4]=2[C:3]=1[C:11]#[N:12].C([O-])(O)=[O:14].[Na+]>OS(O)(=O)=O>[NH2:1][C:2]1[S:6][C:5]2[CH:7]=[CH:8][CH:9]=[CH:10][C:4]=2[C:3]=1[C:11]([NH2:12])=[O:14] |f:1.2|. Procedure: A solution of 2-amino-benzo[b]thiophene-3-carbonitrile (50 mg, 0.29 mmol) in concentrated H2SO4 (1.5 mL) was heated at 60° C. for 2 h. The solution was poured into ice-water (5 mL), mixed with saturated NaHCO3 solution (30 mL), and extracted with ethyl acetate (30 mL, 3×). The combined organic phases were dried over MgSO4, filtered, and concentrated. Flash chromatography (hexanes/ethyl acetate, 1:1) then provided the title compound (23 mg, 41%) as a white solid: MS (ES) m/z 193 (M+H)+. The reactants are C(C)(C)OC1=C(C(=NC(=C1)OC(C)C)C(F)(F)F)C(=O)OCC (Ethyl 4,6-diisopropoxy-2-(trifluoromethyl)-3-pyridinecarboxylate), [OH-].[K+] (KOH). The solvent is CO (methanol). The product is C(C)(C)OC1=C(C(=NC(=C1)OC(C)C)C(F)(F)F)C(=O)O (4,6-Diisopropoxy-2-(trifluoromethyl)-3-pyridinecarboxylic acid). The yield is 73.6%. As a reaction SMILES: [CH:1]([O:4][C:5]1[CH:10]=[C:9]([O:11][CH:12]([CH3:14])[CH3:13])[N:8]=[C:7]([C:15]([F:18])([F:17])[F:16])[C:6]=1[C:19]([O:21]CC)=[O:20])([CH3:3])[CH3:2].[OH-].[K+]>CO>[CH:1]([O:4][C:5]1[CH:10]=[C:9]([O:11][CH:12]([CH3:14])[CH3:13])[N:8]=[C:7]([C:15]([F:18])([F:17])[F:16])[C:6]=1[C:19]([OH:21])=[O:20])([CH3:2])[CH3:3] |f:1.2|. Reported procedure: A mixture of 9.5 g (0.0283 mol) of product of Example 6, 10 g of KOH and 150 ml of methanol was held at reflux for 16 hours. Methanol was removed under reduced pressure. The residue was treated with 300 ml of water and extracted with ether. The aqueous layer was poured into 50 ml of concentrated HCl and extracted with ether. The ether extract was concentrated. The residual solid (7.7 g) was recrystallized from hexane-ether to give 6.4 g (73.6%) of acid product: mp 147°-150° C. The reactants are O=C(O)C(c1ccccc1)c1ccccc1, NCc1ccc(Cl)cc1. The reagents and catalysts are C1CCC(CC1)N=C=NC2CCCCC2 (DCC), CN1CCOCC1 (NMM), C1=CC=C2C(=C1)C(=O)N(C2=O)O (N-Hydroxyphthalimide). Run in CN(C)C=O (DMF), CN(C)C=O (DMF), CN(C)C=O (DMF), CN(C)C=O (DMF), CN(C)C=O (DMF), CN(C)C=O (DMF). Reaction conditions: temperature 25 celsius, time 2 hour. Product: O=C(NCc1ccc(Cl)cc1)C(c1ccccc1)c1ccccc1. Isolated yield 77.8%. As a reaction SMILES: NCc1ccc(Cl)cc1.O=C(O)C(c1ccccc1)c1ccccc1.C1CCC(CC1)N=C=NC2CCCCC2.C1=CC=C2C(=C1)C(=O)N(C2=O)O.CN1CCOCC1.CN(C)C=O>>O=C(NCc1ccc(Cl)cc1)C(c1ccccc1)c1ccccc1. Reactants: BrC1=C(C(=O)OC)C=C(C=C1N)F (methyl 2-bromo-5-fluoro-3-aminobenzoate), O=C1CN(CC(C1)=O)C(=O)OCC1=CC=CC=C1 (benzyl 3,5-dioxopiperidine-1-carboxylate), CN1CC=2C=3C=4C(=CC=CC4NC3C1)C(NN2)=O (2-Methyl-2,3,4,9-tetrahydro-2,4,9,10-tetraazacyclohepta[def]fluoren-8(1H)-one). The product is C(CCC)N1CC=2C=3C=4C(=CC(=CC4NC3C1)F)C(NN2)=O (2-Butyl-6-fluoro-2,3,4,9-tetrahydro-2,4,9,10-tetraazacyclohepta[def]fluoren-8(1H)-one). RXN SMILES: Br[C:2]1[C:11]([NH2:12])=[CH:10][C:9]([F:13])=[CH:8][C:3]=1[C:4]([O:6]C)=O.O=[C:15]1[CH2:20]C(=O)CN(C(OCC2C=CC=CC=2)=O)[CH2:16]1.[CH3:32][N:33]1[CH2:45][C:44]2NC3C=CC=C4C(=O)[NH:47][N:48]=[C:35]([C:36]=2C=34)[CH2:34]1>>[CH2:32]([N:33]1[CH2:45][C:44]2[NH:12][C:11]3[CH:10]=[C:9]([F:13])[CH:8]=[C:3]4[C:4](=[O:6])[NH:47][N:48]=[C:35]([C:36]=2[C:2]=34)[CH2:34]1)[CH2:16][CH2:15][CH3:20]. Procedure details: Compound 59 was prepared from methyl 2-bromo-5-fluoro-3-aminobenzoate and benzyl 3,5-dioxopiperidine-1-carboxylate according to the procedures similar to those for Compound 44. 1H NMR (DMSO-d6) δ 11.8 (s, 1H), 10.1 (s, 1H), 7.36 (dd, 1H, J=2.4, 9.6 Hz), 7.19 (dd, 1H, J=2.4, 10.2 Hz), 3.80 (s, 2H), 3.30 (s, 2H), 2.54-2.57 (m, 2H), 1.47-1.50 (m, 2H), 1.30-1.34 (m, 2H), and 0.91 (t, 3H, J=7.2 Hz). MS (ESI) m/e [M+1]+ 301. The reactants are CCOCC, ClCc1ccc(Cl)cc1, [Na+], [OH-], O, CC(=O)Cc1ccc(-c2ccccc2)cc1. Yields the product CC(=O)C(Cc1ccc(Cl)cc1)c1ccc(-c2ccccc2)cc1. RXN SMILES: [CH2:28]([O:29][CH2:30][CH3:31])[CH3:32].[Cl:17][c:18]1[cH:19][cH:20][c:21]([CH2:22][Cl:23])[cH:24][cH:25]1.[Na+:27].[OH-:26].[OH2:33].[c:1]1(-[c:11]2[cH:12][cH:13][cH:14][cH:15][cH:16]2)[cH:2][cH:3][c:4]([CH2:7][C:8]([CH3:9])=[O:10])[cH:5][cH:6]1>>[c:1]1(-[c:11]2[cH:12][cH:13][cH:14][cH:15][cH:16]2)[cH:2][cH:3][c:4]([CH:7]([C:8]([CH3:9])=[O:10])[CH2:22][c:21]2[cH:20][cH:19][c:18]([Cl:17])[cH:25][cH:24]2)[cH:5][cH:6]1. The reactants are CCOP(=O)(OCC)C(N(Cc1ccccc1)Cc1ccccc1)P(=O)(OCC)OCC, C1=CCCCC1, CCO. Product: CCOP(=O)(OCC)C(N)P(=O)(OCC)OCC. RXN SMILES: [CH2:1]([N:8]([CH2:2][c:3]1[cH:4][cH:5][cH:6][cH:7][cH:26]1)[CH:9]([P:10]([O:11][CH2:12][CH3:13])([O:14][CH2:15][CH3:16])=[O:17])[P:18]([O:19][CH2:20][CH3:21])([O:22][CH2:23][CH3:24])=[O:25])[c:27]1[cH:28][cH:29][cH:30][cH:31][cH:32]1.[CH2:33]1[CH2:34][CH:35]=[CH:36][CH2:37][CH2:38]1.[CH3:39][CH2:40][OH:41]>>[NH2:8][CH:9]([P:10]([O:11][CH2:12][CH3:13])([O:14][CH2:15][CH3:16])=[O:17])[P:18]([O:19][CH2:20][CH3:21])([O:22][CH2:23][CH3:24])=[O:25].